This data is from the Open Reaction Database (ORD), a public repository of structured organic reaction records. The task is: describe an organic reaction: reactants, conditions, products, and yield The reactants are C(C1=CC=CC=C1)C=1C=NC2=C(C=CC=C2C1C=1C=C(OC2=CC=C(C=C2)O)C=CC1)C(F)(F)F (4-{3-[3-benzyl-8-(trifluoromethyl)quinolin-4-yl]-phen-oxy}phenol), COC(CBr)=O (Bromo-acetic acid methyl ester). Product: C(C1=CC=CC=C1)C=1C=NC2=C(C=CC=C2C1C=1C=C(OC2=CC=C(OCC(=O)O)C=C2)C=CC1)C(F)(F)F ((4-{3-[3-BENZYL-8-(TRIFLUOROMETHYL)QUINOLIN-4-YL]PHENOXY}PHENOXY)ACETIC ACID). RXN SMILES: [CH2:1]([C:8]1[CH:9]=[N:10][C:11]2[C:16]([C:17]=1[C:18]1[CH:19]=[C:20]([CH:29]=[CH:30][CH:31]=1)[O:21][C:22]1[CH:27]=[CH:26][C:25]([OH:28])=[CH:24][CH:23]=1)=[CH:15][CH:14]=[CH:13][C:12]=2[C:32]([F:35])([F:34])[F:33])[C:2]1[CH:7]=[CH:6][CH:5]=[CH:4][CH:3]=1.C[O:37][C:38](=[O:41])[CH2:39]Br>>[CH2:1]([C:8]1[CH:9]=[N:10][C:11]2[C:16]([C:17]=1[C:18]1[CH:19]=[C:20]([CH:29]=[CH:30][CH:31]=1)[O:21][C:22]1[CH:27]=[CH:26][C:25]([O:28][CH2:39][C:38]([OH:41])=[O:37])=[CH:24][CH:23]=1)=[CH:15][CH:14]=[CH:13][C:12]=2[C:32]([F:35])([F:33])[F:34])[C:2]1[CH:3]=[CH:4][CH:5]=[CH:6][CH:7]=1. Procedure details: The title compound was prepared from 4-{3-[3-benzyl-8-(trifluoromethyl)quinolin-4-yl]-phen-oxy}phenol and Bromo-acetic acid methyl ester with subsequent hydrolysis following the procedure of Example 515: MS (ES) m/z 527.9. Starting materials: CCN1CCc2ccc(N)cc2CC1, CC(C)O, O=C1NCCCCC1Nc1nc(Cl)ncc1Cl, Cl, O. Yields the product CCN1CCc2ccc(Nc3ncc(Cl)c(NC4CCCCNC4=O)n3)cc2CC1. RXN SMILES: [CH2:1]([CH3:2])[N:3]1[CH2:4][CH2:5][c:6]2[c:7]([cH:10][c:11]([NH2:14])[cH:12][cH:13]2)[CH2:8][CH2:9]1.[CH:33]([OH:34])([CH3:35])[CH3:36].[Cl:15][c:16]1[n:17][cH:18][c:19]([Cl:31])[c:20]([NH:22][CH:23]2[C:24](=[O:30])[NH:25][CH2:26][CH2:27][CH2:28][CH2:29]2)[n:21]1.[ClH:32].[OH2:37]>>[CH2:1]([CH3:2])[N:3]1[CH2:4][CH2:5][c:6]2[c:7]([cH:10][c:11]([NH:14][c:16]3[n:17][cH:18][c:19]([Cl:31])[c:20]([NH:22][CH:23]4[C:24](=[O:30])[NH:25][CH2:26][CH2:27][CH2:28][CH2:29]4)[n:21]3)[cH:12][cH:13]2)[CH2:8][CH2:9]1. Starting materials: CO, CC(=O)O, COC(=O)CCc1ccc(-c2cccc(N(C)C(=O)NCCc3ccc(F)cc3)c2)cc1, [Na+], C1CCOC1, [OH-], O. Yields the product CN(C(=O)NCCc1ccc(F)cc1)c1cccc(-c2ccc(CCC(=O)O)cc2)c1. As a reaction SMILES: [CH3:35][OH:36].[CH3:43][C:44](=[O:45])[OH:46].[F:3][c:4]1[cH:5][cH:6][c:7]([CH2:10][CH2:11][NH:12][C:13]([N:14]([CH3:15])[c:16]2[cH:17][c:18](-[c:22]3[cH:23][cH:24][c:25]([CH2:28][CH2:29][C:30](=[O:31])[O:32][CH3:33])[cH:26][cH:27]3)[cH:19][cH:20][cH:21]2)=[O:34])[cH:8][cH:9]1.[Na+:2].[O:37]1[CH2:38][CH2:39][CH2:40][CH2:41]1.[OH-:1].[OH2:42]>>[F:3][c:4]1[cH:5][cH:6][c:7]([CH2:10][CH2:11][NH:12][C:13]([N:14]([CH3:15])[c:16]2[cH:17][c:18](-[c:22]3[cH:23][cH:24][c:25]([CH2:28][CH2:29][C:30](=[O:31])[OH:32])[cH:26][cH:27]3)[cH:19][cH:20][cH:21]2)=[O:34])[cH:8][cH:9]1. Starting materials: CCOC(=O)C(Cc1ccccc1)CS(=O)(=O)C(C)(C)C, CCOC(=O)C(Cc1ccccc1)CS(=O)(=O)CC1CC1. The product is O=C(O)C(Cc1ccccc1)CS(=O)(=O)CC1CC1. Reaction SMILES: [C:22]([S:23]([CH2:24][CH:25]([CH2:26][c:27]1[cH:28][cH:29][cH:30][cH:31][cH:32]1)[C:33]([O:34][CH2:35][CH3:36])=[O:37])(=[O:38])=[O:39])([CH3:40])([CH3:41])[CH3:42].[CH:1]1([CH2:4][S:5](=[O:6])(=[O:7])[CH2:8][CH:9]([C:10](=[O:11])[O:12][CH2:13][CH3:14])[CH2:15][c:16]2[cH:17][cH:18][cH:19][cH:20][cH:21]2)[CH2:2][CH2:3]1>>[CH:1]1([CH2:4][S:5](=[O:6])(=[O:7])[CH2:8][CH:9]([C:10](=[O:11])[OH:12])[CH2:15][c:16]2[cH:17][cH:18][cH:19][cH:20][cH:21]2)[CH2:2][CH2:3]1. Starting materials: O(CH2)C2F5, BrCCCCCC(F)(F)F (1-Bromo-5-trifluoromethylpentane), [OH-].[K+] (KOH), base, aromatic ketone, O(CH2)C3F7, OC=1C=CC=2C(C3=CC=C(C=C3NC2C1)Cl)=O (3-hydroxy-6-chloroacridone). Run in CO (methanol). Run at temperature 70 celsius. Yields the product FC(CCCCCOC=1C=CC=2C(C3=CC=C(C=C3NC2C1)Cl)=O)(F)F (3-(6,6,6-trifluorohexyloxy)-6-chloroacridone). RXN SMILES: [OH:1][C:2]1[CH:3]=[CH:4][C:5]2[C:6](=[O:17])[C:7]3[C:12]([NH:13][C:14]=2[CH:15]=1)=[CH:11][C:10]([Cl:16])=[CH:9][CH:8]=3.[OH-].[K+].Br[CH2:21][CH2:22][CH2:23][CH2:24][CH2:25][C:26]([F:29])([F:28])[F:27]>CO>[F:27][C:26]([F:29])([F:28])[CH2:25][CH2:24][CH2:23][CH2:22][CH2:21][O:1][C:2]1[CH:3]=[CH:4][C:5]2[C:6](=[O:17])[C:7]3[C:12]([NH:13][C:14]=2[CH:15]=1)=[CH:11][C:10]([Cl:16])=[CH:9][CH:8]=3 |f:1.2|. Procedure details: 3-hydroxy-6-chloroacridone (594 mg) was stirred in 10 ml of methanol, and 5 ml of methanolic KOH (30 mg/ml) was added (1 equiv. base), whereupon complete dissolution occurred. 1-Bromo-5-trifluoromethylpentane (2.03 g, 3 equiv.) was added and the solution heated at 70° C. overnight, forming a fine solid precipitate; after cooling, 0.35 g of pale yellow powder was collected by filtration. When the filtrate is heated another 2 days, the same quantity of product may be isolated in addition. The crud... Starting materials: NN1C(=NC2=CC=CC=C2C1=O)C (3-Amino-2-methyl-4(3H)-quinazolinone), C12(CC3CC(CC(C1)C3)C2)CC(=O)Cl (1-adamantaneacetyl chloride). Product: C12(CC3CC(CC(C1)C3)C2)CC(=O)NN2C(=NC3=CC=CC=C3C2=O)C (2-(1-adamantyl)-N-(2-methyl-4-oxoquinazolin-3(4H)-yl)acetamide). As a reaction SMILES: [NH2:1][N:2]1[C:11](=[O:12])[C:10]2[C:5](=[CH:6][CH:7]=[CH:8][CH:9]=2)[N:4]=[C:3]1[CH3:13].[C:14]12([CH2:24][C:25](Cl)=[O:26])[CH2:23][CH:18]3[CH2:19][CH:20]([CH2:22][CH:16]([CH2:17]3)[CH2:15]1)[CH2:21]2>>[C:14]12([CH2:24][C:25]([NH:1][N:2]3[C:11](=[O:12])[C:10]4[C:5](=[CH:6][CH:7]=[CH:8][CH:9]=4)[N:4]=[C:3]3[CH3:13])=[O:26])[CH2:21][CH:20]3[CH2:19][CH:18]([CH2:17][CH:16]([CH2:22]3)[CH2:15]1)[CH2:23]2. Procedure details: 3-Amino-2-methyl-4(3H)-quinazolinone and 1-adamantaneacetyl chloride were reacted as described in Example 5 to provide the title compound. 1H NMR (300 MHz, DMSO-d6) δ ppm 1.60-1.74 (m, 9H), 1.94-1.98 (m, 3H), 2.13 (d, J=1.7 Hz, 1H), 2.39 (s, 3H), 7.50-7.56 (m, 1H), 7.63-7.65 (m, 1H), 7.82-7.88 (m, 1H), 8.11 (dd, J=8.1, 1.0 Hz, 1H), 10.87 (s, 1H) ppm; MS (DCI/NH3) m/z 352 (M+H)+; Elemental Analysis: Calculated for C20H25N3O2.H2O: C, 68.27; H, 7.37; N, 11.37. Found: C, 68.16; H, 7.40; N, 11.40. The reactants are C(C)(=N)NCC=1C=C(CNC(OC(C)(C)C)=O)C=CC1 (tert-butyl N-(3-((acetimidoyl)aminomethyl)benzyl)carbamate), Cl (Hydrochloric acid). Solvent: CCOCC (ether), O1CCOCC1 (dioxane), O1CCOCC1 (dioxane). Run at temperature 20 celsius, time 24 hour. The product is NCC=1C=C(CNC(C)=N)C=CC1 (N-(3-(aminomethyl)benzyl)-acetamidine). The yield is 137.5%. RXN SMILES: [C:1]([NH:4][CH2:5][C:6]1[CH:7]=[C:8]([CH:18]=[CH:19][CH:20]=1)[CH2:9][NH:10]C(=O)OC(C)(C)C)(=[NH:3])[CH3:2].Cl>O1CCOCC1.CCOCC>[NH2:10][CH2:9][C:8]1[CH:7]=[C:6]([CH:20]=[CH:19][CH:18]=1)[CH2:5][NH:4][C:1](=[NH:3])[CH3:2]. Reported procedure: Solid tert-butyl N-(3-((acetimidoyl)aminomethyl)benzyl)carbamate (3.0 g, 9.6 mmol) was suspended into 150 ml anhydrous dioxane. 4N Hydrochloric acid in dioxane solution (20 ml) was added at 20° C. The mixture was stirred for 24 hours at 20° C. After diluting with 200 ml ether, the white solids were collected by filtration and dried under vacuum at 100° C. to yield 2.34 g (98%) of N-(3-(aminomethyl)benzyl)-acetamidine. 1H NMR (200 MHz, D2O) δ 7.52-7.35 (m, 4H), 4.49 (s, 2H), 4.16 (s, 2H), 2.25 (s... Reactants: C(C)(=O)OC(C)=O (acetic anhydride), C(CCC)NC(=O)NC1CCCCC1 (1-(1-butyl)-3-cyclohexylurea), C(CC(=O)O)(=O)O (malonic acid), reagent. Run in C(C)(=O)O (acetic acid). Reaction conditions: temperature 60 celsius, time 8 hour. Product: C(CCC)N1C(=O)N(C(=O)CC1=O)C1CCCCC1 (1-(1-butyl)-3-cyclohexylbarbituric acid). As a reaction SMILES: [CH2:1]([NH:5][C:6]([NH:8][CH:9]1[CH2:14][CH2:13][CH2:12][CH2:11][CH2:10]1)=[O:7])[CH2:2][CH2:3][CH3:4].[C:15](O)(=[O:20])[CH2:16][C:17](O)=[O:18].C(OC(=O)C)(=O)C>C(O)(=O)C>[CH2:1]([N:5]1[C:15](=[O:20])[CH2:16][C:17](=[O:18])[N:8]([CH:9]2[CH2:14][CH2:13][CH2:12][CH2:11][CH2:10]2)[C:6]1=[O:7])[CH2:2][CH2:3][CH3:4]. Reported procedure: A solution was prepared by adding 15.87 gm (0.080 mole) of 1-(1-butyl)-3-cyclohexylurea and 8.33 gm (0.080 mole) of malonic acid to 35 mL of reagent grade acetic acid in a 250 mL 3-neck, round bottom flask equipped with a thermometer, pressure equalizing dropping funnel capped by a drying tube, nitrogen inlet and magnetic stirrer. The stirred mixture was gradually heated to 60° C. in a silicone oil bath. All of the solid dissolved before the temperature reached 60° C. A total of 32 mL of acetic ... Reactants: C(C)(C)[C@@H]1NC(OC1)=O ((S)-( )-4-Isopropyl-2-oxazolidinone), FC1=C(C=C(OCC(=O)Cl)C=C1)C (2-(4-fluoro-3-methylphenoxy)acetyl chloride), [NH4+].[Cl-] (NH4Cl), [Li]CCCC (n-BuLi). Solvent: C1CCOC1 (THF), C1CCOC1 (THF). Reaction conditions: temperature -70 celsius, time 30 minute. Product: FC1=C(C=C(OCC(=O)N2C(OC[C@@H]2C(C)C)=O)C=C1)C ((S)-3-(2-(4-Fluoro-3-methylphenoxy)acetyl)-4-isopropyloxazolidin-2-one). RXN SMILES: [CH:1]([C@H:4]1[CH2:8][O:7][C:6](=[O:9])[NH:5]1)([CH3:3])[CH3:2].[Li]CCCC.[F:15][C:16]1[CH:26]=[CH:25][C:19]([O:20][CH2:21][C:22](Cl)=[O:23])=[CH:18][C:17]=1[CH3:27].[NH4+].[Cl-]>C1COCC1>[F:15][C:16]1[CH:26]=[CH:25][C:19]([O:20][CH2:21][C:22]([N:5]2[C@@H:4]([CH:1]([CH3:3])[CH3:2])[CH2:8][O:7][C:6]2=[O:9])=[O:23])=[CH:18][C:17]=1[CH3:27] |f:3.4|. Procedure: To the solution of (S)-( )-4-Isopropyl-2-oxazolidinone (992 mg, 5.6 mmol) in anhydrous 30 mL THF at −70° C. was slowly added n-BuLi (3.5 mL, 5.6 mmol, 1.6 M in hexane) over 15 minutes. The reaction mixture was stirred for 30 min at −70° C. and to it was slowly added a solution of 2-(4-fluoro-3-methylphenoxy)acetyl chloride crude solution in 4 mL THF. The resulting mixture was stirred at −70° C. for 2 h and the temperature was slowly raised over a period of 1 h. The mixture was poured into 30 mL ... Starting materials: Cl (Hydrochloric acid), C(C)N(CCNC(=O)OCC1=C(C=CC=C1)N(C=O)CCCCCCCCCCCCCCCCCC)CC ([2-[[N-[2-(diethylamino)ethyl]carbamoyloxy]methyl]phenyl]-N-octadecylformamide). The solvent is C(C)(=O)OCC (ethyl acetate), C(C)(=O)OCC (ethyl acetate). Run at time 15 minute. Yields the product Cl.C(C)N(CCNC(=O)OCC1=C(C=CC=C1)N(C=O)CCCCCCCCCCCCCCCCCC)CC ([2-[[N-[2-(Diethylamino)ethyl]carbamoyloxy]methyl]phenyl]-N-octadecylformamide hydrochloride). RXN SMILES: [ClH:1].[CH2:2]([N:4]([CH2:39][CH3:40])[CH2:5][CH2:6][NH:7][C:8]([O:10][CH2:11][C:12]1[CH:17]=[CH:16][CH:15]=[CH:14][C:13]=1[N:18]([CH2:21][CH2:22][CH2:23][CH2:24][CH2:25][CH2:26][CH2:27][CH2:28][CH2:29][CH2:30][CH2:31][CH2:32][CH2:33][CH2:34][CH2:35][CH2:36][CH2:37][CH3:38])[CH:19]=[O:20])=[O:9])[CH3:3]>C(OCC)(=O)C>[ClH:1].[CH2:39]([N:4]([CH2:2][CH3:3])[CH2:5][CH2:6][NH:7][C:8]([O:10][CH2:11][C:12]1[CH:17]=[CH:16][CH:15]=[CH:14][C:13]=1[N:18]([CH2:21][CH2:22][CH2:23][CH2:24][CH2:25][CH2:26][CH2:27][CH2:28][CH2:29][CH2:30][CH2:31][CH2:32][CH2:33][CH2:34][CH2:35][CH2:36][CH2:37][CH3:38])[CH:19]=[O:20])=[O:9])[CH3:40] |f:3.4|. Procedure: 4N Hydrochloric acid--ethyl acetate solution (0.20 ml) was added to a solution of [2-[[N-[2-(diethylamino)ethyl]carbamoyloxy]methyl]phenyl]-N-octadecylformamide (0.42 g) in ethyl acetate (5 ml) at room temperature. After being stirred for 15 minutes, the reaction mixture was concentrated. The residue was recrystallized from ethyl acetate-ethanol mixed solvent, thereby yielding 0.35 g of the aimed compound as white crystals.